Dataset: the Open Reaction Database (ORD), a public repository of structured organic reaction records. Task: describe an organic reaction: reactants, conditions, products, and yield Reaction SMILES: [CH2:1]([Li:2])[CH2:3][CH2:4][CH3:5].[CH2:35]1[O:36][CH2:37][CH2:38][CH2:39]1.[CH3:6][CH2:7][CH2:8][CH2:9][CH2:10][CH3:11].[Cl-:33].[Cl:21][c:22]1[cH:23][c:24]2[c:28]([cH:29][cH:30]1)[NH:27][C:26](=[O:31])[C:25]2=[O:32].[NH4+:34].[cH:12]1[cH:13][cH:14][c:15]2[s:16][cH:17][n:18][c:19]2[cH:20]1>>[cH:12]1[cH:13][cH:14][c:15]2[s:16][c:17]([C:25]3([OH:32])[c:24]4[cH:23][c:22]([Cl:21])[cH:30][cH:29][c:28]4[NH:27][C:26]3=[O:31])[n:18][c:19]2[cH:20]1. Product: O=C1Nc2ccc(Cl)cc2C1(O)c1nc2ccccc2s1. Reactants: [Li]CCCC, C1CCOC1, CCCCCC, [Cl-], O=C1Nc2ccc(Cl)cc2C1=O, [NH4+], c1ccc2scnc2c1. The reactants are N#CCBr, CCS(=O)(=O)c1cccc(-c2ccc(O)c3[nH]c4ncc(C)cc4c23)c1. Product: CCS(=O)(=O)c1cccc(-c2ccc(OCC#N)c3[nH]c4ncc(C)cc4c23)c1. RXN SMILES: [Br:27][CH2:28][C:29]#[N:30].[CH2:1]([CH3:2])[S:3](=[O:4])(=[O:5])[c:6]1[cH:7][c:8](-[c:12]2[c:13]3[c:14]4[c:15]([nH:16][c:17]3[c:18]([OH:21])[cH:19][cH:20]2)[n:22][cH:23][c:24]([CH3:26])[cH:25]4)[cH:9][cH:10][cH:11]1>>[CH2:1]([CH3:2])[S:3](=[O:4])(=[O:5])[c:6]1[cH:7][c:8](-[c:12]2[c:13]3[c:14]4[c:15]([nH:16][c:17]3[c:18]([O:21][CH2:28][C:29]#[N:30])[cH:19][cH:20]2)[n:22][cH:23][c:24]([CH3:26])[cH:25]4)[cH:9][cH:10][cH:11]1. Starting materials: C(C)(=O)OCC (ethyl acetate), [F-].C(CCC)[N+](CCCC)(CCCC)CCCC (tetrabutylammonium fluoride), [Si](C)(C)(C(C)(C)C)OC[C@H]1CC(=NO1)C1=CC=C(C=C1)C1=CC=C(C=C1)N1C(O[C@H](C1)CNC(C)=O)=O (N-[((5S)-3-{4′-[(5R)-5-({[tert-butyl(dimethyl)silyl]oxy}methyl)-4,5-dihydroisoxazol-3-yl]-1,1′-biphenyl-4-yl}-2-oxo-1,3-oxazolidin-5-yl)methyl]acetamide). Solvent: C1CCOC1 (THF), C1CCOC1 (THF). Reaction conditions: time 2 hour. Yields the product OC[C@H]1CC(=NO1)C1=CC=C(C=C1)C1=CC=C(C=C1)N1C(O[C@H](C1)CNC(C)=O)=O (N-[((5S)-3-{4′-[(5R)-5-(Hydroxymethyl)-4,5-dihydroisoxazol-3-yl]-1,1′-biphenyl-4-yl}-2-oxo-1,3-oxazolidin-5-yl)methyl]acetamide). The yield is 59.7%. Reaction SMILES: [F-].C([N+](CCCC)(CCCC)CCCC)CCC.[Si]([O:26][CH2:27][C@@H:28]1[O:32][N:31]=[C:30]([C:33]2[CH:38]=[CH:37][C:36]([C:39]3[CH:44]=[CH:43][C:42]([N:45]4[CH2:49][C@H:48]([CH2:50][NH:51][C:52](=[O:54])[CH3:53])[O:47][C:46]4=[O:55])=[CH:41][CH:40]=3)=[CH:35][CH:34]=2)[CH2:29]1)(C(C)(C)C)(C)C.C(OCC)(=O)C>C1COCC1>[OH:26][CH2:27][C@@H:28]1[O:32][N:31]=[C:30]([C:33]2[CH:34]=[CH:35][C:36]([C:39]3[CH:40]=[CH:41][C:42]([N:45]4[CH2:49][C@H:48]([CH2:50][NH:51][C:52](=[O:54])[CH3:53])[O:47][C:46]4=[O:55])=[CH:43][CH:44]=3)=[CH:37][CH:38]=2)[CH2:29]1 |f:0.1|. Procedure details: A solution of tetrabutylammonium fluoride in THF (1M, 0.69 ml, 0.69 mM) was added to a solution of N-[((5S)-3-{4′-[(5R)-5-({[tert-butyl(dimethyl)silyl]oxy}methyl)-4,5-dihydroisoxazol-3-yl]-1,1′-biphenyl-4-yl}-2-oxo-1,3-oxazolidin-5-yl)methyl]acetamide (300 mg, 0.57 mM) in THF (5 ml). After approximately 2 hours, ethyl acetate was added and the resulting suspension was filtered. The filter cake was washed with water and ethyl acetate to give 140 mg of the title product. Reactants: CCCC(=O)OC(C)c1nccc(N2CCC(O)(Cc3ccccc3)CC2)n1, CO, ClCCl, [Na+], [OH-]. The product is CC(O)c1nccc(N2CCC(O)(Cc3ccccc3)CC2)n1. RXN SMILES: [C:1](=[O:2])([CH2:3][CH2:4][CH3:5])[O:6][CH:7]([CH3:8])[c:9]1[n:10][cH:11][cH:12][c:13]([N:15]2[CH2:16][CH2:17][C:18]([OH:21])([CH2:22][c:23]3[cH:24][cH:25][cH:26][cH:27][cH:28]3)[CH2:19][CH2:20]2)[n:14]1.[CH3:31][OH:32].[Cl:33][CH2:34][Cl:35].[Na+:30].[OH-:29]>>[OH:6][CH:7]([CH3:8])[c:9]1[n:10][cH:11][cH:12][c:13]([N:15]2[CH2:16][CH2:17][C:18]([OH:21])([CH2:22][c:23]3[cH:24][cH:25][cH:26][cH:27][cH:28]3)[CH2:19][CH2:20]2)[n:14]1. Starting materials: Cl.C(C)OC(CCCCN1CC2=CC(=CC=C2CC1)S(NC1=CC(=CC=C1)Cl)(=O)=O)=O (ethyl-5-[7-(3-chlorophenylsulphamoyl)-1,2,3,4-tetrahydroisoquinolin-2-yl]valerate hydrochloride). Run in C(C)O (ethanol). Product: ClC=1C=C(C=CC1)NS(=O)(=O)C1=CC=C2CCN(CC2=C1)CCCCC(=O)O (5-[7-(3-Chlorophenylsulphamoyl)-1,2,3,4-tetrahydroisoquinolin-2-yl]valeric acid). Reaction SMILES: Cl.C([O:4][C:5](=[O:31])[CH2:6][CH2:7][CH2:8][CH2:9][N:10]1[CH2:19][CH2:18][C:17]2[C:12](=[CH:13][C:14]([S:20](=[O:30])(=[O:29])[NH:21][C:22]3[CH:27]=[CH:26][CH:25]=[C:24]([Cl:28])[CH:23]=3)=[CH:15][CH:16]=2)[CH2:11]1)C>C(O)C>[Cl:28][C:24]1[CH:23]=[C:22]([NH:21][S:20]([C:14]2[CH:13]=[C:12]3[C:17]([CH2:18][CH2:19][N:10]([CH2:9][CH2:8][CH2:7][CH2:6][C:5]([OH:31])=[O:4])[CH2:11]3)=[CH:16][CH:15]=2)(=[O:29])=[O:30])[CH:27]=[CH:26][CH:25]=1 |f:0.1|. Procedure details: 7-(3-Chlorophenylsulphamoyl)-1,2,3,4-tetrahydroisoquinoline was reacted with ethyl 5-bromovalerate under conditions analogous to those described in Example 2(a). The crude product of the alkylation reaction was then treated with ethereal HCl, and the following ethyl ester hydrochloride was obtained; ethyl-5-[7-(3-chlorophenylsulphamoyl)-1,2,3,4-tetrahydroisoquinolin-2-yl]valerate hydrochloride; mpt. 178°-180° C. (from ethanol). Starting materials: O=C1CCc2cc(Br)cnc2N1, C=CC(=O)OC(C)(C)C, CCC#N, CCN(C(C)C)C(C)C, CC(=O)[O-], CC(=O)[O-], CN(C)C=O, [Pd+2]. The product is CC(C)(C)OC(=O)C=Cc1cnc2c(c1)CCC(=O)N2. Reaction SMILES: [Br:1][c:2]1[cH:3][c:4]2[c:9]([n:10][cH:11]1)[NH:8][C:7](=[O:12])[CH2:6][CH2:5]2.[C:13]([CH:14]=[CH2:15])(=[O:16])[O:17][C:18]([CH3:19])([CH3:20])[CH3:21].[C:31](#[N:32])[CH2:33][CH3:34].[CH:22]([N:23]([CH2:24][CH3:25])[CH:26]([CH3:27])[CH3:28])([CH3:29])[CH3:30].[O-:41][C:42]([CH3:43])=[O:44].[O-:45][C:46]([CH3:47])=[O:48].[O:35]=[CH:36][N:37]([CH3:38])[CH3:39].[Pd+2:40]>>[c:2]1([CH:15]=[CH:14][C:13](=[O:16])[O:17][C:18]([CH3:19])([CH3:20])[CH3:21])[cH:3][c:4]2[c:9]([n:10][cH:11]1)[NH:8][C:7](=[O:12])[CH2:6][CH2:5]2.